From a dataset of the Open Reaction Database (ORD), a public repository of structured organic reaction records. describe an organic reaction: reactants, conditions, products, and yield The reactants are [Al+3], CCOC(=O)C1(CCOCc2ccccc2)CCC1, CCOCC, [H-], [H-], [H-], [H-], [Li+], C1CCOC1. Yields the product OCC1(CCOCc2ccccc2)CCC1. RXN SMILES: [Al+3:21].[CH2:1]([c:2]1[cH:3][cH:4][cH:5][cH:6][cH:7]1)[O:8][CH2:9][CH2:10][C:11]1([C:15](=[O:16])[O:17][CH2:18][CH3:19])[CH2:12][CH2:13][CH2:14]1.[CH3:26][CH2:27][O:28][CH2:29][CH3:30].[H-:20].[H-:23].[H-:24].[H-:25].[Li+:22].[O:31]1[CH2:32][CH2:33][CH2:34][CH2:35]1>>[CH2:1]([c:2]1[cH:3][cH:4][cH:5][cH:6][cH:7]1)[O:8][CH2:9][CH2:10][C:11]1([CH2:15][OH:16])[CH2:12][CH2:13][CH2:14]1. The reactants are NC1CCN2CCc3ccccc3C2C1, O=C=Nc1ccccc1, c1ccccc1. Product: O=C(Nc1ccccc1)NC1CCN2CCc3ccccc3C2C1. As a reaction SMILES: [NH2:1][CH:2]1[CH2:3][CH2:4][N:5]2[CH2:6][CH2:7][c:8]3[c:9]([cH:12][cH:13][cH:14][cH:15]3)[CH:10]2[CH2:11]1.[O:16]=[C:17]=[N:18][c:19]1[cH:20][cH:21][cH:22][cH:23][cH:24]1.[cH:25]1[cH:26][cH:27][cH:28][cH:29][cH:30]1>>[NH:1]([CH:2]1[CH2:3][CH2:4][N:5]2[CH2:6][CH2:7][c:8]3[c:9]([cH:12][cH:13][cH:14][cH:15]3)[CH:10]2[CH2:11]1)[C:17](=[O:16])[NH:18][c:19]1[cH:20][cH:21][cH:22][cH:23][cH:24]1. Reactants: CN(S(=O)(=O)C)C1=CC=C(C=C1)C (N-methyl-N-(4-tolyl)methanesulphonamide), BrN1C(CCC1=O)=O (N-bromosuccinimide), N(=NC(C#N)(C)C)C(C#N)(C)C (2,2'-azobisisobutyronitrile). Run in C(Cl)(Cl)(Cl)Cl (carbon tetrachloride). Yields the product BrCC1=CC=C(C=C1)N(S(=O)(=O)C)C (N-(4-bromomethylphenyl)-N-methylmethanesulphonamide). Isolated yield 56.0%. As a reaction SMILES: [CH3:1][N:2]([C:7]1[CH:12]=[CH:11][C:10]([CH3:13])=[CH:9][CH:8]=1)[S:3]([CH3:6])(=[O:5])=[O:4].[Br:14]N1C(=O)CCC1=O.N(C(C)(C)C#N)=NC(C)(C)C#N>C(Cl)(Cl)(Cl)Cl>[Br:14][CH2:13][C:10]1[CH:11]=[CH:12][C:7]([N:2]([CH3:1])[S:3]([CH3:6])(=[O:4])=[O:5])=[CH:8][CH:9]=1. Procedure details: A solution of N-methyl-N-(4-tolyl)methanesulphonamide (0.31 g, 1.54 mmol), N-bromosuccinimide (0.28 g, 1.55 mmol) and 2,2'-azobisisobutyronitrile (20 mg) in carbon tetrachloride (20 ml) was refluxed for 2 hours. The mixture was then cooled to ambient temperature and filtered. The solvent was evaporated and the residue partitioned between ethyl acetate (50 ml) and water (50 ml), washed with brine (50 ml) and dried (MgSO4). The solvent was evaporated yielding N-(4-bromomethylphenyl)-N-methylmethan... Yields the product O=[N+]([O-])[O-], c1ccc(-c2ccc(C(c3ccccc3)n3cc[n+](C(c4ccccc4)c4ccc(-c5ccccc5)cc4)c3)cc2)cc1. The reactants are CC#N, [OH-], O=[N+]([O-])O, c1ccc(-c2ccc(C(c3ccccc3)n3cc[n+](C(c4ccccc4)c4ccc(-c5ccccc5)cc4)c3)cc2)cc1. Reaction SMILES: [CH3:49][C:50]#[N:51].[OH-:5].[OH:1][N+:2]([O-:3])=[O:4].[c:6]1(-[c:43]2[cH:44][cH:45][cH:46][cH:47][cH:48]2)[cH:7][cH:8][c:9]([CH:12]([c:13]2[cH:14][cH:15][cH:16][cH:17][cH:18]2)[n+:19]2[cH:20][n:21]([CH:24]([c:25]3[cH:26][cH:27][cH:28][cH:29][cH:30]3)[c:31]3[cH:32][cH:33][c:34](-[c:37]4[cH:38][cH:39][cH:40][cH:41][cH:42]4)[cH:35][cH:36]3)[cH:22][cH:23]2)[cH:10][cH:11]1>>[O:1]=[N+:2]([O-:3])[O-:4].[c:6]1(-[c:43]2[cH:44][cH:45][cH:46][cH:47][cH:48]2)[cH:7][cH:8][c:9]([CH:12]([c:13]2[cH:14][cH:15][cH:16][cH:17][cH:18]2)[n+:19]2[cH:20][n:21]([CH:24]([c:25]3[cH:26][cH:27][cH:28][cH:29][cH:30]3)[c:31]3[cH:32][cH:33][c:34](-[c:37]4[cH:38][cH:39][cH:40][cH:41][cH:42]4)[cH:35][cH:36]3)[cH:22][cH:23]2)[cH:10][cH:11]1. Procedure details: A suspension of 1.7 g of N-[3-(3-benzoylpyrazolo[1,5-a]pyrimidin-7-yl)phenyl]-2-bromo-N-methylacetamide in 100 ml of ethanol was treated with gaseous dimethylamine until a solution resulted. This was then placed in a pressure bottle and kept at room temperature for 16 hours. The ethanol was removed in vacuo and the residue partitioned between 50 ml of saturated aqueous sodium bicarbonate solution and 100 ml of methylene chloride. The methylene chloride layer was separated, dried over magnesium s... Reaction conditions: temperature -10 celsius, time 16 hour. As a reaction SMILES: [C:1]([C:9]1[CH:10]=[N:11][N:12]2[C:17]([C:18]3[CH:19]=[C:20]([N:24]([CH3:29])[C:25](=[O:28])[CH2:26]Br)[CH:21]=[CH:22][CH:23]=3)=[CH:16][CH:15]=[N:14][C:13]=12)(=[O:8])[C:2]1[CH:7]=[CH:6][CH:5]=[CH:4][CH:3]=1.[CH3:30][NH:31][CH3:32].C.CCCCCC>C(O)C>[C:1]([C:9]1[CH:10]=[N:11][N:12]2[C:17]([C:18]3[CH:19]=[C:20]([N:24]([CH3:29])[C:25](=[O:28])[CH2:26][N:31]([CH3:32])[CH3:30])[CH:21]=[CH:22][CH:23]=3)=[CH:16][CH:15]=[N:14][C:13]=12)(=[O:8])[C:2]1[CH:7]=[CH:6][CH:5]=[CH:4][CH:3]=1. The reactants are CCCCCC (hexane), C(C1=CC=CC=C1)(=O)C=1C=NN2C1N=CC=C2C=2C=C(C=CC2)N(C(CBr)=O)C (N-[3-(3-benzoylpyrazolo[1,5-a]pyrimidin-7-yl)phenyl]-2-bromo-N-methylacetamide), C (charcoal), CNC (dimethylamine). Solvent: C(C)O (ethanol). Yields the product C(C1=CC=CC=C1)(=O)C=1C=NN2C1N=CC=C2C=2C=C(C=CC2)N(C(CN(C)C)=O)C (N-[3-(3-Benzoylpyrazolo[1,5-a]pyrimidin-7-yl)phenyl]-2-dimethylamino-N-methylacetamide).